describe an organic reaction: reactants, conditions, products, and yield From a dataset of the Open Reaction Database (ORD), a public repository of structured organic reaction records. Starting materials: COC(=O)c1ccccc1CCC=O, CO, CC(C)(C)c1cccc(C2(NCC(O)C(N)Cc3cc(F)cc(F)c3)CCCCC2)c1. The product is COC(=O)c1ccccc1CCCNC(Cc1cc(F)cc(F)c1)C(O)CNC1(c2cccc(C(C)(C)C)c2)CCCCC1. RXN SMILES: [CH3:32][O:33][C:34]([c:35]1[c:36]([CH2:41][CH2:42][CH:43]=[O:44])[cH:37][cH:38][cH:39][cH:40]1)=[O:45].[CH3:46][OH:47].[NH2:1][CH:2]([CH:3]([CH2:4][NH:5][C:6]1([c:12]2[cH:13][c:14]([C:18]([CH3:19])([CH3:20])[CH3:21])[cH:15][cH:16][cH:17]2)[CH2:7][CH2:8][CH2:9][CH2:10][CH2:11]1)[OH:22])[CH2:23][c:24]1[cH:25][c:26]([F:31])[cH:27][c:28]([F:30])[cH:29]1>>[NH:1]([CH:2]([CH:3]([CH2:4][NH:5][C:6]1([c:12]2[cH:13][c:14]([C:18]([CH3:19])([CH3:20])[CH3:21])[cH:15][cH:16][cH:17]2)[CH2:7][CH2:8][CH2:9][CH2:10][CH2:11]1)[OH:22])[CH2:23][c:24]1[cH:25][c:26]([F:31])[cH:27][c:28]([F:30])[cH:29]1)[CH2:43][CH2:42][CH2:41][c:36]1[c:35]([C:34]([O:33][CH3:32])=[O:45])[cH:40][cH:39][cH:38][cH:37]1. Reported procedure: To a stirring suspension of 11A (0.34 g, 1.86 mmol) and K2CO3 (0.283 g, 2.05 mmol) in DMF (3 mL) was added iodomethane (0.127 mL, 2.05 mmol). After the addition, the reaction mixture was stirred at rt for 16 h, then partitioned between H2O and CH2Cl2. The separated CH2Cl2 layer was washed with water, brine, dried (Na2SO4), filtered and concentrated under reduced pressure. The residue was chromatographed (silica gel) eluting with 5% to 40% EtOAc/hexane to yield the title compound (0.22 g) as a so... Reaction conditions: time 16 hour. Product: NC=1C(=C(C#N)C=CC1[N+](=O)[O-])OC (3-Amino-2-methoxy-4-nitrobenzonitrile). Isolated yield 61.2%. As a reaction SMILES: [NH2:1][C:2]1[C:3]([OH:13])=[C:4]([CH:7]=[CH:8][C:9]=1[N+:10]([O-:12])=[O:11])[C:5]#[N:6].[C:14]([O-])([O-])=O.[K+].[K+].IC>CN(C=O)C>[NH2:1][C:2]1[C:3]([O:13][CH3:14])=[C:4]([CH:7]=[CH:8][C:9]=1[N+:10]([O-:12])=[O:11])[C:5]#[N:6] |f:1.2.3|. The solvent is CN(C)C=O (DMF). Reactants: NC=1C(=C(C#N)C=CC1[N+](=O)[O-])O (3-Amino-2-hydroxy-4-nitro-benzonitrile), C(=O)([O-])[O-].[K+].[K+] (K2CO3), IC (iodomethane). Starting materials: C(C)OC(=O)C1SCCN1C(NC1=CC(=CC(=C1)Cl)Cl)=S (3-(3,5-dichlorophenylthiocarbamoyl)thiazolidine-2-carboxylic acid ethyl ester). The solvent is Cl (hydrochloric acid). Run at temperature 120 celsius, time 1.5 hour. The product is ClC=1C=C(C=C(C1)Cl)N1C(N2C(SCC2)C1=O)=S (6-(3,5-dichlorophenyl)perhydroimidazo[5,1-b]thiazole-5-thion-7-on). Yield: 74.7%. Reaction SMILES: C([O:3][C:4]([CH:6]1[N:10]([C:11](=[S:21])[NH:12][C:13]2[CH:18]=[C:17]([Cl:19])[CH:16]=[C:15]([Cl:20])[CH:14]=2)[CH2:9][CH2:8][S:7]1)=O)C>Cl>[Cl:20][C:15]1[CH:14]=[C:13]([N:12]2[C:4](=[O:3])[CH:6]3[S:7][CH2:8][CH2:9][N:10]3[C:11]2=[S:21])[CH:18]=[C:17]([Cl:19])[CH:16]=1. Procedure details: A mixture of 2.19 g of the obtained 3-(3,5-dichlorophenylthiocarbamoyl)thiazolidine-2-carboxylic acid ethyl ester and 20 ml of concentrated hydrochloric acid was stirred at 120° C. for 1.5 hours. After the reaction mixture was cooled, the precipitate was separated, followed by recrystallization from a mixed solvent of ethyl acetate and n-hexane to give 1.43 g (yield 74.7%) of 6-(3,5-dichlorophenyl)perhydroimidazo[5,1-b]thiazole-5-thion-7-on (Compound No. 2). The resulting point and the elementar... The reactants are NC1=C(C(=O)O)C=C(C(=C1)F)F (2-Amino-4,5-difluorobenzoic acid), FC1=C(C(=O)Cl)C(=CC=C1)F (2,6-difluorobenzoyl chloride), C(C)(=O)NC1=CC2=C(N=C(OC2=O)C2=C(C=CC=C2F)F)C=C1 (6-Acetamido-(2,6-difluoro-phenyl)-benzo[d][1,3]oxazin-4-one). The solvent is C(C)N(CC)CC.C1(=CC=CC=C1)C (triethyl amine toluene). Yields the product FC1=C(C(=CC=C1)F)C=1OC(C2=C(N1)C=C(C(=C2)F)F)=O (2-(2,6-Difluoro-phenyl)-6,7-difluoro-benzo[d][1,3]oxazin-4-one). As a reaction SMILES: [NH2:1][C:2]1[CH:10]=[C:9]([F:11])[C:8]([F:12])=[CH:7][C:3]=1[C:4]([OH:6])=[O:5].[F:13][C:14]1[CH:22]=[CH:21][CH:20]=[C:19]([F:23])[C:15]=1[C:16](Cl)=O.C(NC1C=CC2N=C(C3C(F)=CC=CC=3F)OC(=O)C=2C=1)(=O)C>C(N(CC)CC)C.C1(C)C=CC=CC=1>[F:13][C:14]1[CH:22]=[CH:21][CH:20]=[C:19]([F:23])[C:15]=1[C:16]1[O:5][C:4](=[O:6])[C:3]2[CH:7]=[C:8]([F:12])[C:9]([F:11])=[CH:10][C:2]=2[N:1]=1 |f:3.4|. Reported procedure: 2-Amino-4,5-difluorobenzoic acid (0.5 g), 2,6-difluorobenzoyl chloride (0.80 mL) and triethyl amine/toluene (1/1) (18 mL) were reacted as described under (10). Reaction time 1 day. Extraction between ethyl acetate (20 mL) and HCl (2N,20 mL), followed by separation of the organic toluene and precipitated with hexane. The resulting mixture was further purified on a silicagel column using dichloromethane as eluent. The isolated fraction identified as 2-(2,6-difluoro-phenyl)-6,7-difluoro-benzo[d][1,... The reactants are C1(CC1)C1=C(C=C(C(=C1)CN1CCC(CC1)N1C(C=2C=C(C(=NC2CC1)CCC)C(=O)OCC)=O)OCC)C1=C(C=C(C=C1)F)F (ethyl 6-(1-((2-cyclopropyl-5-ethoxy-2′,4′-difluorobiphenyl-4-yl)methyl)piperidin-4-yl)-5-oxo-2-propyl-5,6,7,8-tetrahydro-1,6-naphthyridine-3-carboxylate), C(C)O (ethanol), [OH-].[Na+] (sodium hydroxide), Cl (hydrochloric acid). Run in C1CCOC1 (THF), O (water). Conditions: temperature 50 celsius, time 1 hour. Product: C1(CC1)C1=C(C=C(C(=C1)CN1CCC(CC1)N1C(C=2C=C(C(=NC2CC1)CCC)C(=O)O)=O)OCC)C1=C(C=C(C=C1)F)F (6-(1-((2-Cyclopropyl-5-ethoxy-2′,4′-difluorobiphenyl-4-yl)methyl)piperidin-4-yl)-5-oxo-2-propyl-5,6,7,8-tetrahydro-1,6-naphthyridine-3-carboxylic acid). Yield: 98.3%. Reaction SMILES: [CH:1]1([C:4]2[CH:9]=[C:8]([CH2:10][N:11]3[CH2:16][CH2:15][CH:14]([N:17]4[CH2:26][CH2:25][C:24]5[N:23]=[C:22]([CH2:27][CH2:28][CH3:29])[C:21]([C:30]([O:32]CC)=[O:31])=[CH:20][C:19]=5[C:18]4=[O:35])[CH2:13][CH2:12]3)[C:7]([O:36][CH2:37][CH3:38])=[CH:6][C:5]=2[C:39]2[CH:44]=[CH:43][C:42]([F:45])=[CH:41][C:40]=2[F:46])[CH2:3][CH2:2]1.C(O)C.[OH-].[Na+].Cl>C1COCC1.O>[CH:1]1([C:4]2[CH:9]=[C:8]([CH2:10][N:11]3[CH2:16][CH2:15][CH:14]([N:17]4[CH2:26][CH2:25][C:24]5[N:23]=[C:22]([CH2:27][CH2:28][CH3:29])[C:21]([C:30]([OH:32])=[O:31])=[CH:20][C:19]=5[C:18]4=[O:35])[CH2:13][CH2:12]3)[C:7]([O:36][CH2:37][CH3:38])=[CH:6][C:5]=2[C:39]2[CH:44]=[CH:43][C:42]([F:45])=[CH:41][C:40]=2[F:46])[CH2:2][CH2:3]1 |f:2.3|. Procedure: To a solution of ethyl 6-(1-((2-cyclopropyl-5-ethoxy-2′,4′-difluorobiphenyl-4-yl)methyl)piperidin-4-yl)-5-oxo-2-propyl-5,6,7,8-tetrahydro-1,6-naphthyridine-3-carboxylate (13.2 g) in THF (33 mL)-ethanol (33 mL) was added 2M aqueous sodium hydroxide solution (31.2 mL). The mixture was stirred for 1 hour at 50° C. The mixture was cooled to room temperature. 2M hydrochloric acid (31.2 mL) was added to the reaction mixture. Then water (62.5 mL) was added to the reaction mixture. After cooled to 0° C.... The reactants are C1(=CC=CC=C1)C1CC(CCN1)C1=NC=C2C(N1)=C(C=N2)C2=CC=CC=C2 (6,7-diphenyl-4-piperidylpyrrolo[3,2-d]pyrimidine), CCOC(=O)C (EtOAc), Cl (HCl). Solvent: CO (MeOH). Product: O.Cl.C1(=CC=CC=C1)C1CC(CCN1)C1=NC=C2C(N1)=C(C=N2)C2=CC=CC=C2 (6,7-Diphenyl-4-piperidylpyrrolo[3,2-d]pyrimidine Hydrochloride Hydrate). The yield is 91.0%. RXN SMILES: [C:1]1([CH:7]2[NH:12][CH2:11][CH2:10][CH:9]([C:13]3[NH:18][C:17]4=[C:19]([C:22]5[CH:27]=[CH:26][CH:25]=[CH:24][CH:23]=5)[CH:20]=[N:21][C:16]4=[CH:15][N:14]=3)[CH2:8]2)[CH:6]=[CH:5][CH:4]=[CH:3][CH:2]=1.CC[O:30]C(C)=O.[ClH:34]>CO>[OH2:30].[ClH:34].[C:1]1([CH:7]2[NH:12][CH2:11][CH2:10][CH:9]([C:13]3[NH:18][C:17]4=[C:19]([C:22]5[CH:27]=[CH:26][CH:25]=[CH:24][CH:23]=5)[CH:20]=[N:21][C:16]4=[CH:15][N:14]=3)[CH2:8]2)[CH:2]=[CH:3][CH:4]=[CH:5][CH:6]=1 |f:4.5.6|. Procedure details: Using the method described in Example 30 by employing (1,2-diphenylvinyl)pyrrolidine (freshly prepared before use) (1.85 g, 7.43 mmol), 4,6-dichloro-5-nitropyrimidine (Aldrich Chemical Company) (1.40 g, 7.43 mmol), N,N-diisopropylethyl amine (Aldrich Chemical Company) (1.3 mL, 7.43 mmol), piperidine (1.2 mL, 11.9 mmol), NEt3 (Aldrich Chemical Company) (2.0 mL) and SnCl2 (Aldrich Chemical Company) (22 mL of a 2M solution in DMF). The residue was purified by flash chromatography on silica gel with... Starting materials: CC(C)(C)CCC(C(=O)Nc1ccn(CC2COC(C)(C)O2)n1)N1CC(Oc2ccccc2Cl)=CC1=O, CO, O, Cc1ccc(S(=O)(=O)O)cc1. The product is CC(C)(C)CCC(C(=O)Nc1ccn(CC(O)CO)n1)N1CC(Oc2ccccc2Cl)=CC1=O. Reaction SMILES: [CH3:1][C:2]1([CH3:37])[O:3][CH2:4][CH:5]([CH2:7][n:8]2[n:9][c:10]([NH:13][C:14]([CH:15]([CH2:16][CH2:17][C:18]([CH3:19])([CH3:20])[CH3:21])[N:22]3[C:23](=[O:35])[CH:24]=[C:25]([O:27][c:28]4[c:29]([Cl:34])[cH:30][cH:31][cH:32][cH:33]4)[CH2:26]3)=[O:36])[cH:11][cH:12]2)[O:6]1.[CH3:50][OH:51].[OH2:38].[c:39]1([CH3:40])[cH:41][cH:42][c:43]([S:44]([OH:45])(=[O:46])=[O:47])[cH:48][cH:49]1>>[OH:3][CH2:4][CH:5]([OH:6])[CH2:7][n:8]1[n:9][c:10]([NH:13][C:14]([CH:15]([CH2:16][CH2:17][C:18]([CH3:19])([CH3:20])[CH3:21])[N:22]2[C:23](=[O:35])[CH:24]=[C:25]([O:27][c:28]3[c:29]([Cl:34])[cH:30][cH:31][cH:32][cH:33]3)[CH2:26]2)=[O:36])[cH:11][cH:12]1. The reactants are C(C)(C)(C)C(O)C(C)(C)C (Di-t-butylmethanol), [N+](=O)([O-])C(=C)C (2-nitropropene), C(C)(CC)[Li] (Sec-Butyl lithium), solution, C1COCCOCCOCCOCCOCCO1 (18-crown-6-ether). Solvent: O1CCCC1 (tetrahydrofuran), O1CCCC1 (tetrahydrofuran), C(C)#N (acetonitrile). Run at time 1 hour. The product is [N+](=O)([O-])C(COC(C(C)(C)C)C(C)(C)C)C (2-nitro 1-[di-(t-butyl)-methoxy]propane). RXN SMILES: [C:1]([CH:5]([C:7]([CH3:10])([CH3:9])[CH3:8])[OH:6])([CH3:4])([CH3:3])[CH3:2].C([Li])(CC)C.C1OCCOCCOCCOCCOCCOC1.[N+:34]([C:37]([CH3:39])=[CH2:38])([O-:36])=[O:35]>C(#N)C.O1CCCC1>[N+:34]([CH:37]([CH3:39])[CH2:38][O:6][CH:5]([C:7]([CH3:10])([CH3:9])[CH3:8])[C:1]([CH3:4])([CH3:3])[CH3:2])([O-:36])=[O:35]. Reported procedure: Di-t-butylmethanol is added to a dry flash under argon at 0° C. Dry tetrahydrofuran is added with a syringe. Sec-Butyl lithium (1.5M in Hexanes) is added quickly in one portion and the contents of the flask are stirred for one hour at room temperature. A 10 mM solution of 18-crown-6-ether in acetonitrile is added with a syringe and the flask cooled to 0° C. A tetrahydrofuran solution of 2-nitropropene is added with vigorous stirring over a 10 minute period. After completion of the reaction as ju... The reactants are CCBr, CC[N+](CC)(CC)Cc1ccccc1, CC(C)Cc1ccc(CC#N)cc1, [Cl-], [Na+], [OH-]. Yields the product CCC(C#N)c1ccc(CC(C)C)cc1. As a reaction SMILES: [CH2:1]([CH3:2])[Br:3].[CH2:20]([N+:21]([CH2:22][CH3:23])([CH2:24][CH3:25])[CH2:26][c:27]1[cH:28][cH:29][cH:30][cH:31][cH:32]1)[CH3:33].[CH2:4]([CH:5]([CH3:6])[CH3:7])[c:8]1[cH:9][cH:10][c:11]([CH2:14][C:15]#[N:16])[cH:12][cH:13]1.[Cl-:19].[Na+:18].[OH-:17]>>[CH2:1]([CH3:2])[CH:14]([c:11]1[cH:10][cH:9][c:8]([CH2:4][CH:5]([CH3:6])[CH3:7])[cH:13][cH:12]1)[C:15]#[N:16].